This data is from the Open Reaction Database (ORD), a public repository of structured organic reaction records. The task is: describe an organic reaction: reactants, conditions, products, and yield Starting materials: CC1=C(N(C2=CC(=CC=C12)C(=O)N)CC1=C(C=CC=C1)Br)CCC (methyl 1-(2-bromobenzyl)-2-propylindole-6-carboxamide), pyridinium bromide perbromide. The solvent is C(C)(=O)OCC (ethyl acetate), ClCCl (dichloromethane), N1=CC=CC=C1 (pyridine). Reaction conditions: temperature 0 celsius, time 1.5 hour. Product: BrC1=C(N(C2=CC(=CC=C12)C(=O)N)CC1=C(C=CC=C1)Br)CCC (3-bromo-l-(2-bromobenzyl)-2-propylindole-6-carboxamide). The yield is 54.3%. Reaction SMILES: C[C:2]1[C:10]2[C:5](=[CH:6][C:7]([C:11]([NH2:13])=[O:12])=[CH:8][CH:9]=2)[N:4]([CH2:14][C:15]2[CH:20]=[CH:19][CH:18]=[CH:17][C:16]=2[Br:21])[C:3]=1[CH2:22][CH2:23][CH3:24].C1C=C[NH+]=CC=1.[Br:31][Br-]Br>ClCCl.N1C=CC=CC=1.C(OCC)(=O)C>[Br:31][C:2]1[C:10]2[C:5](=[CH:6][C:7]([C:11]([NH2:13])=[O:12])=[CH:8][CH:9]=2)[N:4]([CH2:14][C:15]2[CH:20]=[CH:19][CH:18]=[CH:17][C:16]=2[Br:21])[C:3]=1[CH2:22][CH2:23][CH3:24] |f:1.2|. Procedure: To a stirred solution of methyl 1-(2-bromobenzyl)-2-propylindole-6-carboxamide (52 mg) in a mixture of dichloromethane (3 ml) and pyridine (1 ml) was added pyridinium bromide perbromide (50 mg), and the mixture was stirred at 0° C. for 1.5 hours. The resulting mixture was diluted with ethyl acetate and washed with diluted hydrochloric acid, aqueous sodium bicarbonate and brine, then dried over sodium sulfate and evaporated in vacuo. The residue was triturated with a mixture of hexane and diisopr...